From a dataset of the Open Reaction Database (ORD), a public repository of structured organic reaction records. describe an organic reaction: reactants, conditions, products, and yield Reactants: FC1=CC=CC(=N1)N (6-fluoropyridin-2-amine), CC1NCCCC1 (2-methylpiperidine). The solvent is O (water). Conditions: temperature 205 celsius. Yields the product CC1N(CCCC1)C1=CC=CC(=N1)N (6-(2-methylpiperidin-1-yl)pyridin-2-amine). Isolated yield 49.1%. Reaction SMILES: F[C:2]1[N:7]=[C:6]([NH2:8])[CH:5]=[CH:4][CH:3]=1.[CH3:9][CH:10]1[CH2:15][CH2:14][CH2:13][CH2:12][NH:11]1>O>[CH3:9][CH:10]1[CH2:15][CH2:14][CH2:13][CH2:12][N:11]1[C:2]1[N:7]=[C:6]([NH2:8])[CH:5]=[CH:4][CH:3]=1. Procedure: A suspension of 6-fluoropyridin-2-amine (448 mg, 4 mmol) and 2-methylpiperidine (596 mg, 6 mmol) in water (0.5 mL) was heated to 205° C. in a microwave oven for 30 minutes. The reaction mixture was purified by chromatography (silica gel, 200-300 mesh, petroleum ether:ethyl acetate=10:1) to give 6-(2-methylpiperidin-1-yl)pyridin-2-amine (376 mg, 49%) as a brown oil. LC-MS: [M+H]+, 192.2, tR=1.266 min. Starting materials: C1CCOC1, CCN(C(C)C)C(C)C, O=C(O)C(F)(F)F, Cc1ccc(F)c(N=C=O)c1, Nc1ccc(-c2ccnc(-c3ccc[nH]3)c2)cc1. Yields the product Cc1ccc(F)c(NC(=O)Nc2ccc(-c3ccnc(-c4ccc[nH]4)c3)cc2)c1. RXN SMILES: [CH2:46]1[O:47][CH2:48][CH2:49][CH2:50]1.[CH:37]([N:38]([CH2:39][CH3:40])[CH:41]([CH3:42])[CH3:43])([CH3:44])[CH3:45].[F:19][C:20]([F:21])([F:22])[C:23]([OH:24])=[O:25].[F:26][c:27]1[c:28]([N:34]=[C:35]=[O:36])[cH:29][c:30]([CH3:33])[cH:31][cH:32]1.[nH:1]1[c:2](-[c:6]2[n:7][cH:8][cH:9][c:10](-[c:12]3[cH:13][cH:14][c:15]([NH2:16])[cH:17][cH:18]3)[cH:11]2)[cH:3][cH:4][cH:5]1>>[nH:1]1[c:2](-[c:6]2[n:7][cH:8][cH:9][c:10](-[c:12]3[cH:13][cH:14][c:15]([NH:16][C:35]([NH:34][c:28]4[c:27]([F:26])[cH:32][cH:31][c:30]([CH3:33])[cH:29]4)=[O:36])[cH:17][cH:18]3)[cH:11]2)[cH:3][cH:4][cH:5]1.